From a dataset of the Open Reaction Database (ORD), a public repository of structured organic reaction records. describe an organic reaction: reactants, conditions, products, and yield Reactants: F[B-](F)(F)F, COc1cc(C(=O)O)ccc1N1CCCCC1=O, CC(N)c1nc2cc(Cl)ccc2[nH]1, CN(C)C=O, CN(C)C(On1nnc2ccccc21)=[N+](C)C. Product: COc1cc(C(=O)NC(C)c2nc3cc(Cl)ccc3[nH]2)ccc1N1CCCCC1=O. RXN SMILES: [B-:19]([F:20])([F:21])([F:22])[F:23].[CH3:1][O:2][c:3]1[cH:4][c:5]([C:6](=[O:7])[OH:8])[cH:9][cH:10][c:11]1[N:12]1[C:13](=[O:18])[CH2:14][CH2:15][CH2:16][CH2:17]1.[Cl:41][c:42]1[cH:43][c:44]2[c:45]([nH:46][c:47]([CH:49]([CH3:50])[NH2:51])[n:48]2)[cH:52][cH:53]1.[O:54]=[CH:55][N:56]([CH3:57])[CH3:58].[n:24]1([O:25][C:26]([N:27]([CH3:28])[CH3:29])=[N+:30]([CH3:31])[CH3:32])[c:33]2[cH:34][cH:35][cH:36][cH:37][c:38]2[n:39][n:40]1>>[CH3:1][O:2][c:3]1[cH:4][c:5]([C:6](=[O:8])[NH:51][CH:49]([c:47]2[nH:46][c:45]3[c:44]([cH:43][c:42]([Cl:41])[cH:53][cH:52]3)[n:48]2)[CH3:50])[cH:9][cH:10][c:11]1[N:12]1[C:13](=[O:18])[CH2:14][CH2:15][CH2:16][CH2:17]1. The reactants are [BH4-].[Na+] (sodium borohydride), COC=1C=CC=C2C(CCSC12)=O (8-methoxy-4-thiochromanone). Solvent: CO (methanol), mixture, CO (methanol), O1CCCC1 (tetrahydrofuran). Conditions: time 1 hour. Product: COC=1C=CC=C2C(CCSC12)O (8-methoxy-4-thiochromanol). RXN SMILES: [CH3:1][O:2][C:3]1[CH:4]=[CH:5][CH:6]=[C:7]2[C:12]=1[S:11][CH2:10][CH2:9][C:8]2=[O:13].[BH4-].[Na+]>CO.O1CCCC1>[CH3:1][O:2][C:3]1[CH:4]=[CH:5][CH:6]=[C:7]2[C:12]=1[S:11][CH2:10][CH2:9][CH:8]2[OH:13] |f:1.2|. Procedure details: 89 mmol of 8-methoxy-4-thiochromanone are dissolved in 70 ml of a mixture of methanol and tetrahydrofuran (3/4). 134 mmol of sodium borohydride dissolved in 50 ml of aqueous methanol (50%) are added. After stirring for 1 hour at room temperature and then extracting with methylene chloride, the resulting product is recrystallised from a mixture of methanol and diethyl ether (1/10). The product is CC(C)n1cc(C(=O)O)c(C(F)(F)F)n1. The reactants are CCO, CCOC(=O)c1cn(C(C)C)nc1C(F)(F)F, [Li+], C1COCCO1, [OH-], O, O. Reaction SMILES: [CH2:27]([OH:28])[CH3:29].[CH:1]([CH3:2])([CH3:3])[n:4]1[n:5][c:6]([C:14]([F:15])([F:16])[F:17])[c:7]([C:9](=[O:10])[O:11][CH2:12][CH3:13])[cH:8]1.[Li+:18].[O:20]1[CH2:21][CH2:22][O:23][CH2:24][CH2:25]1.[OH-:19].[OH2:26].[OH2:30]>>[CH:1]([CH3:2])([CH3:3])[n:4]1[n:5][c:6]([C:14]([F:15])([F:16])[F:17])[c:7]([C:9](=[O:10])[OH:11])[cH:8]1.